This data is from the Open Reaction Database (ORD), a public repository of structured organic reaction records. The task is: describe an organic reaction: reactants, conditions, products, and yield The reactants are COC(OC)c1ccc(Br)cc1F, [Li]CCCC, CN(C)C=O, C1CCOC1, O. Product: COC(OC)c1ccc(C=O)cc1F. As a reaction SMILES: [Br:1][c:2]1[cH:3][c:4]([F:13])[c:5]([CH:8]([O:9][CH3:10])[O:11][CH3:12])[cH:6][cH:7]1.[CH2:19]([Li:20])[CH2:21][CH2:22][CH3:23].[CH3:24][N:25]([CH3:26])[CH:27]=[O:28].[O:14]1[CH2:15][CH2:18][CH2:17][CH2:16]1.[OH2:29]>>[c:2]1([CH:15]=[O:14])[cH:3][c:4]([F:13])[c:5]([CH:8]([O:9][CH3:10])[O:11][CH3:12])[cH:6][cH:7]1. Reactants: COc1ccc(S(=O)(=O)[O-])c(OC)c1-c1ccccc1P(C1CCCCC1)C1CCCCC1, Nc1cccc(Cl)n1, [K+], [K+], [Na+], O=C([O-])[O-], CC(=O)[O-], CC(=O)[O-], O, [Pd+2], OB(O)c1cccnc1. Product: Nc1cccc(-c2cccnc2)n1. As a reaction SMILES: [CH:18]1([P:19]([CH:20]2[CH2:21][CH2:22][CH2:23][CH2:24][CH2:25]2)[c:26]2[cH:27][cH:28][cH:29][cH:30][c:31]2-[c:32]2[c:33]([O:34][CH3:35])[cH:36][cH:37][c:38]([S:39]([O-:40])(=[O:41])=[O:42])[c:43]2[O:44][CH3:45])[CH2:46][CH2:47][CH2:48][CH2:49][CH2:50]1.[Cl:1][c:2]1[cH:3][cH:4][cH:5][c:6]([NH2:8])[n:7]1.[K+:52].[K+:53].[Na+:51].[O-:54][C:55]([O-:56])=[O:57].[O-:59][C:60]([CH3:61])=[O:62].[O-:63][C:64]([CH3:65])=[O:66].[OH2:67].[Pd+2:58].[n:9]1[cH:10][c:11]([B:15]([OH:16])[OH:17])[cH:12][cH:13][cH:14]1>>[c:2]1(-[c:11]2[cH:10][n:9][cH:14][cH:13][cH:12]2)[cH:3][cH:4][cH:5][c:6]([NH2:8])[n:7]1.